Task: describe an organic reaction: reactants, conditions, products, and yield. Dataset: the Open Reaction Database (ORD), a public repository of structured organic reaction records The reactants are COc1ccc(N)cc1, O=C(Cl)c1ccc(Cl)nc1. The product is COc1ccc(NC(=O)c2ccc(Cl)nc2)cc1. Reaction SMILES: [CH3:11][O:12][c:13]1[cH:14][cH:15][c:16]([NH2:19])[cH:17][cH:18]1.[Cl:1][c:2]1[n:3][cH:4][c:5]([C:6](=[O:7])[Cl:8])[cH:9][cH:10]1>>[Cl:1][c:2]1[n:3][cH:4][c:5]([C:6](=[O:7])[NH:19][c:16]2[cH:15][cH:14][c:13]([O:12][CH3:11])[cH:18][cH:17]2)[cH:9][cH:10]1. Starting materials: C1CCOC1, Cc1ccsc1C(=O)O, [Cl-], Nc1cccc(C(=O)c2ccc3c(c2)NC(=O)C3)c1, O=S(Cl)Cl. Yields the product Cc1ccsc1C(=O)Nc1cccc(C(=O)c2ccc3c(c2)NC(=O)C3)c1. Reaction SMILES: [CH2:34]1[O:35][CH2:36][CH2:37][CH2:38]1.[CH3:1][c:2]1[c:3]([C:7](=[O:8])[OH:9])[s:4][cH:5][cH:6]1.[Cl-:33].[NH2:14][c:15]1[cH:16][c:17]([C:18](=[O:19])[c:20]2[cH:21][cH:22][c:23]3[c:27]([cH:28]2)[NH:26][C:25](=[O:29])[CH2:24]3)[cH:30][cH:31][cH:32]1.[S:10]([Cl:11])([Cl:12])=[O:13]>>[CH3:1][c:2]1[c:3]([C:7](=[O:9])[NH:14][c:15]2[cH:16][c:17]([C:18](=[O:19])[c:20]3[cH:21][cH:22][c:23]4[c:27]([cH:28]3)[NH:26][C:25](=[O:29])[CH2:24]4)[cH:30][cH:31][cH:32]2)[s:4][cH:5][cH:6]1.